Dataset: the Open Reaction Database (ORD), a public repository of structured organic reaction records. Task: describe an organic reaction: reactants, conditions, products, and yield The reactants are ice-salt, CC(=CCNC(CN1C(=NC=C1)[N+](=O)[O-])=O)C (N-(3-methyl-2-butenyl)-2-(2-nitro-1H-imidazol-1-yl)acetamide), N(=O)OCCC(C)C (isoamyl nitrite), Cl (HCl), Cl (HCl), N=C=O (HNCO). Product: ClC(C(CNC(CN1C(=NC=C1)[N+](=O)[O-])=O)=NO)(C)C (3-chloro-3-methyl-1-(2-nitro-1H-imidazol-1-yl acetamido)-2-butanone oxime). RXN SMILES: [CH3:1][C:2]([CH3:17])=[CH:3][CH2:4][NH:5][C:6](=[O:16])[CH2:7][N:8]1[CH:12]=[CH:11][N:10]=[C:9]1[N+:13]([O-:15])=[O:14].[ClH:18].N=C=O.[N:22]([O:24]CCC(C)C)=O>>[Cl:18][C:2]([CH3:17])([CH3:1])[C:3](=[N:22][OH:24])[CH2:4][NH:5][C:6](=[O:16])[CH2:7][N:8]1[CH:12]=[CH:11][N:10]=[C:9]1[N+:13]([O-:15])=[O:14]. Reported procedure: N-(3-methyl-2-butenyl)-2-(2-nitro-1H-imidazol-1-yl)acetamide (3.4 g, 14.3 mmol) was dissolved in isoamyl nitrite (50 mL) at room temperature. The solution was cooled to 0°-5° C. in an ice-salt bath. Concentrated HCl (1.39 mL) was added dropwise. The reaction temperature was maintained between 0° to 5° C. during the addition of HCl. The reaction mixture was stirred in the ice-salt bath for 1 h, filtered, and washed with 1:2 ethanol-ether to give a white solid. Yield: 3.7 g (85%). mp: 154°-160° C.... The reactants are CC1(CC(CCC(=C1)C)O)C (3,3,5-Trimethyl-4-cyclohepten-1-ol), [H-].[Na+] (Sodium hydride), IC (Iodomethane). The solvent is C1(=CC=CC=C1)C (toluene). Run at temperature 98 celsius. The product is COC1CC(C=C(CC1)C)(C)C (3,3,5-trimethyl-4-cyclohepten-1-yl methyl ether). As a reaction SMILES: [H-].[Na+].[CH3:3][C:4]1([CH3:13])[CH:10]=[C:9]([CH3:11])[CH2:8][CH2:7][CH:6]([OH:12])[CH2:5]1.I[CH3:15]>C1(C)C=CC=CC=1>[CH3:15][O:12][CH:6]1[CH2:7][CH2:8][C:9]([CH3:11])=[CH:10][C:4]([CH3:13])([CH3:3])[CH2:5]1 |f:0.1|. Procedure details: Sodium hydride (60% in mineral oil) (5.4 gm) was added to 60 gm toluene in a stirred reaction flask and stirred under nitrogen. 3,3,5-Trimethyl-4-cyclohepten-1-ol (15.4 gm) was then added over 10 minutes at room temperature and stirred overnight. Iodomethane (21.3 gm) was added dropwise over 10 minutes followed by heating at 45° C. for six hours and four hours at 98° C. The reaction mixture was washed with 50 mL of saturated sodium bicarbonate solution and distilled through a short Vigreux colum... Starting materials: CO (methanol), B(Br)(Br)Br (boron tribromide), CC(CC(=O)C1=C(C2=C(OC3=C(COC2=O)C=C(C=C3OC)C)C=C1)OC)C (3-(3-methyl-1-butanonyl)-4,11-dimethoxy-9-methyl-7H-dibenzo[b,g][1,5]-dioxocin-5-one). Run in ClCCl (dichloromethane), ClCCl (dichloromethane). Reaction conditions: time 1.5 hour. Yields the product OC1=C(C=CC=2OC3=C(COC(C21)=O)C=C(C=C3OC)C)C(CC(C)C)=O (4-Hydroxy-11-methoxy-9-methyl-3-(3-methyl-1-butanonyl)-7H-dibenzo[b,g][1,5]dioxocin-5-one). As a reaction SMILES: B(Br)(Br)Br.[CH3:5][CH:6]([CH3:32])[CH2:7][C:8]([C:10]1[CH:29]=[CH:28][C:13]2[O:14][C:15]3[C:24]([O:25][CH3:26])=[CH:23][C:22]([CH3:27])=[CH:21][C:16]=3[CH2:17][O:18][C:19](=[O:20])[C:12]=2[C:11]=1[O:30]C)=[O:9].CO>ClCCl>[OH:30][C:11]1[C:12]2[C:19](=[O:20])[O:18][CH2:17][C:16]3[CH:21]=[C:22]([CH3:27])[CH:23]=[C:24]([O:25][CH3:26])[C:15]=3[O:14][C:13]=2[CH:28]=[CH:29][C:10]=1[C:8](=[O:9])[CH2:7][CH:6]([CH3:5])[CH3:32]. Procedure: 10.8 ml of a 1M boron tribromide solution in dichloromethane are added dropwise at -70° C. under argon to a solution of 6.2 g (16.1 mmol) of 3-(3-methyl-1-butanonyl)-4,11-dimethoxy-9-methyl-7H-dibenzo[b,g][1,5]-dioxocin-5-one in 160 ml of dichloromethane. After 1.5 h, 6 ml of methanol are added and the solution is brought to room temperature after a further 40 minutes. It is washed with sodium hydrogen carbonate solution and water, dried over magnesium sulphate and concentrated in vacuo. The res... Product: Cc1cccc(C(=O)Cc2ccc3nnn(C)c3n2)n1. Reaction SMILES: [C:36](=[O:37])([O-:38])[OH:39].[CH3:12][O:13][N:14]([C:15](=[O:16])[c:17]1[n:18][c:19]([CH3:23])[cH:20][cH:21][cH:22]1)[CH3:24].[CH3:1][n:2]1[n:3][n:4][c:5]2[c:6]1[n:7][c:8]([CH3:11])[cH:9][cH:10]2.[CH3:25][Si:26]([CH3:27])([CH3:28])[N-:29][Si:30]([CH3:31])([CH3:32])[CH3:33].[CH3:44][OH:45].[Cl:41][CH2:42][Cl:43].[ClH:35].[Li+:34].[Na+:40].[O:46]1[CH2:47][CH2:48][CH2:49][CH2:50]1>>[CH3:1][n:2]1[n:3][n:4][c:5]2[c:6]1[n:7][c:8]([CH2:11][C:15](=[O:16])[c:17]1[n:18][c:19]([CH3:23])[cH:20][cH:21][cH:22]1)[cH:9][cH:10]2. Reactants: O=C([O-])O, CON(C)C(=O)c1cccc(C)n1, Cc1ccc2nnn(C)c2n1, C[Si](C)(C)[N-][Si](C)(C)C, CO, ClCCl, Cl, [Li+], [Na+], C1CCOC1. Reactants: ice, CC1(N(C(CN1)=O)CC(=O)N)C (2,2-dimethyl-5-oxo-1-imidazolidineacetamide), C(O)([O-])=O.[Na+] (sodium hydrogen carbonate), C(O)([O-])=O.[Na+] (sodium hydrogen carbonate), ClCC(=O)Cl (chloroacetyl chloride). The solvent is saturated solution. Run at time 30 minute. The product is ClCC(=O)N1C(N(C(C1)=O)CC(=O)N)(C)C (3-(2-chloroacetyl)-2,2-dimethyl-5-oxo-1-imidazolidineacetamide). RXN SMILES: [CH3:1][C:2]1([CH3:12])[NH:6][CH2:5][C:4](=[O:7])[N:3]1[CH2:8][C:9]([NH2:11])=[O:10].C(=O)([O-])O.[Na+].[Cl:18][CH2:19][C:20](Cl)=[O:21]>>[Cl:18][CH2:19][C:20]([N:6]1[CH2:5][C:4](=[O:7])[N:3]([CH2:8][C:9]([NH2:11])=[O:10])[C:2]1([CH3:12])[CH3:1])=[O:21] |f:1.2|. Procedure: An ice cold solution of 2,2-dimethyl-5-oxo-1-imidazolidineacetamide (1 g) in 20 ml of saturated solution of sodium hydrogen carbonate was added with an additional 2 g of sodium hydrogen carbonate and treated dropwise with chloroacetyl chloride (3 ml). After 30 minutes of stirring the precipitate was collected and crystallized from methanol, to give 3-(2-chloroacetyl)-2,2-dimethyl-5-oxo-1-imidazolidineacetamide (0.53 g) as a white powder m.p. 214°-216° C.